Task: describe an organic reaction: reactants, conditions, products, and yield. Dataset: the Open Reaction Database (ORD), a public repository of structured organic reaction records Starting materials: Alkoxyalkyl Esters Chloromethyl methyl ether, C(#N)C=1C=C2C(=C(C(C2=CC1)=CC1=CC=C(C=C1)S(=O)C)C)CC(=O)O (5-cyano-2-methyl-1-(p-methylsulfinylbenzylidene)-3-indenylacetic acid), C([O-])([O-])=O.[K+].[K+] (potassium carbonate), CC(=O)C (acetone). Solvent: C(C)OCC (Diethyl ether). Reaction conditions: time 8 hour. Yields the product C(#N)C=1C=C2C(=C(C(C2=CC1)=CC1=CC=C(C=C1)S(=O)C)C)CC(=O)OCOC (methoxymethyl 5-cyano-2-methyl-1-(p-methylsulfinylbenzylidene)-3-indenylacetate). As a reaction SMILES: [C:1]([C:3]1[CH:4]=[C:5]2[C:9](=[CH:10][CH:11]=1)[C:8](=[CH:12][C:13]1[CH:18]=[CH:17][C:16]([S:19]([CH3:21])=[O:20])=[CH:15][CH:14]=1)[C:7]([CH3:22])=[C:6]2[CH2:23][C:24]([OH:26])=[O:25])#[N:2].[C:27](=[O:30])([O-])[O-].[K+].[K+].[CH3:33]C(C)=O>C(OCC)C>[C:1]([C:3]1[CH:4]=[C:5]2[C:9](=[CH:10][CH:11]=1)[C:8](=[CH:12][C:13]1[CH:18]=[CH:17][C:16]([S:19]([CH3:21])=[O:20])=[CH:15][CH:14]=1)[C:7]([CH3:22])=[C:6]2[CH2:23][C:24]([O:26][CH2:33][O:30][CH3:27])=[O:25])#[N:2] |f:1.2.3|. Procedure details: Alkoxyalkyl Esters - Chloromethyl methyl ether (0.055 mole) is added to a suspension of 5-cyano-2-methyl-1-(p-methylsulfinylbenzylidene)-3-indenylacetic acid (0.05 mole) and anhydrous potassium carbonate (0.15 mole) in 250 ml. of anhydrous acetone. The mixture is allowed to stir overnight at room temperature. Diethyl ether is added (about 200 ml.) and the mixture is filtered. The filtrate is washed once with 100 ml. of water and dried over anhydrous sodium sulfate. It is then filtered and the so... The reactants are CCO, O, O=Cc1cnc(-c2ccccc2)nc1. Yields the product OCc1cnc(-c2ccccc2)nc1. RXN SMILES: [CH3:16][CH2:17][OH:18].[OH2:15].[c:1]1(-[c:7]2[n:8][cH:9][c:10]([CH:13]=[O:14])[cH:11][n:12]2)[cH:2][cH:3][cH:4][cH:5][cH:6]1>>[c:1]1(-[c:7]2[n:8][cH:9][c:10]([CH2:13][OH:14])[cH:11][n:12]2)[cH:2][cH:3][cH:4][cH:5][cH:6]1. Reactants: CN1CCOCC1 (N-methylmorpholine), BrC=1C=C(C=2C(=CN(C2C1)C(C)CC)C)C(=O)O (6-bromo-1-(sec-butyl)-3-methyl-1H-indole-4-carboxylic acid), C(CCl)Cl (EDC), NCC=1C(NC(=CC1C)C)=O (3-(aminomethyl)-4,6-dimethyl-2(1H)-pyridinone), ON1N=NC2=C1N=CC=C2 (1-hydroxy-7-azabenzotriazole), ice water. Run in CS(=O)C (DMSO). Run at time 10 minute. The product is BrC=1C=C(C=2C(=CN(C2C1)C(C)CC)C)C(=O)NCC=1C(NC(=CC1C)C)=O (6-bromo-1-(sec-butyl)-N-((4,6-dimethyl-2-oxo-1,2-dihydropyridin-3-yl)methyl)-3-methyl-1H-indole-4-carboxamide). As a reaction SMILES: [Br:1][C:2]1[CH:3]=[C:4]([C:16]([OH:18])=O)[C:5]2[C:6]([CH3:15])=[CH:7][N:8]([CH:11]([CH2:13][CH3:14])[CH3:12])[C:9]=2[CH:10]=1.[NH2:19][CH2:20][C:21]1[C:22](=[O:29])[NH:23][C:24]([CH3:28])=[CH:25][C:26]=1[CH3:27].ON1C2N=CC=CC=2N=N1.C(Cl)CCl.CN1CCOCC1>CS(C)=O>[Br:1][C:2]1[CH:3]=[C:4]([C:16]([NH:19][CH2:20][C:21]2[C:22](=[O:29])[NH:23][C:24]([CH3:28])=[CH:25][C:26]=2[CH3:27])=[O:18])[C:5]2[C:6]([CH3:15])=[CH:7][N:8]([CH:11]([CH2:13][CH3:14])[CH3:12])[C:9]=2[CH:10]=1. Reported procedure: Added sequentially to a reaction flask were 6-bromo-1-(sec-butyl)-3-methyl-1H-indole-4-carboxylic acid (1.33 g, 4.29 mmol), 3-(aminomethyl)-4,6-dimethyl-2(1H)-pyridinone (1.213 g, 6.43 mmol), 1-hydroxy-7-azabenzotriazole (0.875 g, 6.43 mmol), EDC (1.233 g, 6.43 mmol), followed by DMSO (30 mL, via syringe) and then N-methylmorpholine (1.886 mL, 17.15 mmol, via syringe). The contents were sealed and stirred at room temperature and the solids gradually dissolved. The contents were stirred at room t... Reactants: ClC=1C(=NC=C(C1)Cl)C(CNC(C1=C(C=CC=C1)C(F)(F)F)=O)=O (N-[2-(3,5-dichloropyridin-2-yl)-2-oxoethyl]-2-(trifluoromethyl)benzamide), Cl.NO (hydroxylamine hydrochloride), C(C)(=O)[O-].[Na+] (sodium acetate). Run in C(C)O (ethanol). Reaction conditions: time 12 hour. The product is ClC=1C(=NC=C(C1)Cl)C(CNC(C1=C(C=CC=C1)C(F)(F)F)=O)=NO (N-[2-(3,5-dichloropyridin-2-yl)-2-(hydroxyimino)ethyl]-2-(trifluoromethyl)benzamide). Yield: 54.1%. Reaction SMILES: [Cl:1][C:2]1[C:3]([C:9](=O)[CH2:10][NH:11][C:12](=[O:23])[C:13]2[CH:18]=[CH:17][CH:16]=[CH:15][C:14]=2[C:19]([F:22])([F:21])[F:20])=[N:4][CH:5]=[C:6]([Cl:8])[CH:7]=1.Cl.[NH2:26][OH:27].C([O-])(=O)C.[Na+]>C(O)C>[Cl:1][C:2]1[C:3]([C:9](=[N:26][OH:27])[CH2:10][NH:11][C:12](=[O:23])[C:13]2[CH:18]=[CH:17][CH:16]=[CH:15][C:14]=2[C:19]([F:22])([F:21])[F:20])=[N:4][CH:5]=[C:6]([Cl:8])[CH:7]=1 |f:1.2,3.4|. Procedure details: To a solution of 3.38 g of N-[2-(3,5-dichloropyridin-2-yl)-2-oxoethyl]-2-(trifluoromethyl)benzamide and 0.934 g of hydroxylamine hydrochloride in 20 ml of ethanol, 1.10 g of sodium acetate was added, and the mixture was stirred at room temperature for 12 hours. After completion of the reaction, the solvent was evaporated under reduced pressure, the resulting residue was mixed with 40 ml of water and extracted with ethyl acetate (20 ml×2), the resulting organic layers were combined, washed with w... Starting materials: Cl (hydrochloric acid), C1(=CC=CC=C1)C=1SC=C(N1)COC=1C=C(CN2C=C(C(=C2)C2=CC=CC=C2)CCC(=O)OCC)C=C(C1)OCC=1N=C(SC1)C1=CC=CC=C1 (ethyl 3-[1-[3,5-bis(2-phenyl-4-thiazolylmethoxy)benzyl]-4-phenyl-3-pyrrolyl]propionate), [OH-].[Na+] (sodium hydroxide), O1CCCC1 (tetrahydrofuran). Solvent: C(C)O (ethanol). Conditions: time 2 hour. Yields the product C1(=CC=CC=C1)C=1SC=C(N1)COC=1C=C(CN2C=C(C(=C2)C2=CC=CC=C2)CCC(=O)O)C=C(C1)OCC=1N=C(SC1)C1=CC=CC=C1 (3-[1-[3,5-bis(2-phenyl-4-thiazolylmethoxy)benzyl]-4-phenyl-3-pyrrolyl]propionic acid). The yield is 79.0%. RXN SMILES: [C:1]1([C:7]2[S:8][CH:9]=[C:10]([CH2:12][O:13][C:14]3[CH:15]=[C:16]([CH:36]=[C:37]([O:39][CH2:40][C:41]4[N:42]=[C:43]([C:46]5[CH:51]=[CH:50][CH:49]=[CH:48][CH:47]=5)[S:44][CH:45]=4)[CH:38]=3)[CH2:17][N:18]3[CH:22]=[C:21]([C:23]4[CH:28]=[CH:27][CH:26]=[CH:25][CH:24]=4)[C:20]([CH2:29][CH2:30][C:31]([O:33]CC)=[O:32])=[CH:19]3)[N:11]=2)[CH:6]=[CH:5][CH:4]=[CH:3][CH:2]=1.[OH-].[Na+].O1CCCC1.Cl>C(O)C>[C:1]1([C:7]2[S:8][CH:9]=[C:10]([CH2:12][O:13][C:14]3[CH:15]=[C:16]([CH:36]=[C:37]([O:39][CH2:40][C:41]4[N:42]=[C:43]([C:46]5[CH:47]=[CH:48][CH:49]=[CH:50][CH:51]=5)[S:44][CH:45]=4)[CH:38]=3)[CH2:17][N:18]3[CH:22]=[C:21]([C:23]4[CH:28]=[CH:27][CH:26]=[CH:25][CH:24]=4)[C:20]([CH2:29][CH2:30][C:31]([OH:33])=[O:32])=[CH:19]3)[N:11]=2)[CH:6]=[CH:5][CH:4]=[CH:3][CH:2]=1 |f:1.2|. Procedure details: After a mixture of ethyl 3-[1-[3,5-bis(2-phenyl-4-thiazolylmethoxy)benzyl]-4-phenyl-3-pyrrolyl]propionate (498 mg), 1N aqueous sodium hydroxide solution (2 ml), tetrahydrofuran (5 ml) and ethanol (5 ml) was stirred at room temperature for 2 hours, 1 N hydrochloric acid (2 ml) was added to the mixture, and then the mixture was extracted with ethyl acetate. The ethyl acetate layer was washed with saturated aqueous sodium chloride solution, dried (MgSO4) and concentrated. The resulting colorless cr... Starting materials: N1C(CCC1)=O (2-pyrrolidone), C(C=C)(=O)Cl (acryloyl chloride). The product is C(C=C)(=O)N1C(CCC1)=O (1-acryloyl-2-pyrrolidone). RXN SMILES: [NH:1]1[CH2:5][CH2:4][CH2:3][C:2]1=[O:6].[C:7](Cl)(=[O:10])[CH:8]=[CH2:9]>>[C:7]([N:1]1[CH2:5][CH2:4][CH2:3][C:2]1=[O:6])(=[O:10])[CH:8]=[CH2:9]. Procedure: 2-pyrrolidone and acryloyl chloride were used to synthesize the title compound with the similar synthesis method to described in Example 1.